This data is from the Open Reaction Database (ORD), a public repository of structured organic reaction records. The task is: describe an organic reaction: reactants, conditions, products, and yield Starting materials: COC1=C(C=CC(=C1)OC)C#C (2,4-dimethoxyphenylacetylene), COC1=C(CS)C=CC(=C1)OC (2,4-dimethoxybenzyl mercaptan), [Na] (sodium). Yields the product COC1=C(\C=C/C(C2=C(C=C(C=C2)OC)OC)SC(C2=C(C=C(C=C2)OC)OC)\C=C/C2=C(C=C(C=C2)OC)OC)C=CC(=C1)OC ((Z)-2,4-dimethoxystyryl-2,4-dimethoxybenzylsulfide). RXN SMILES: [CH3:1][O:2][C:3]1[CH:8]=[C:7]([O:9][CH3:10])[CH:6]=[CH:5][C:4]=1[C:11]#[CH:12].[CH3:13][O:14][C:15]1[CH:22]=[C:21]([O:23][CH3:24])[CH:20]=[CH:19][C:16]=1[CH2:17][SH:18].[Na]>>[CH3:1][O:2][C:3]1[CH:8]=[C:7]([O:9][CH3:10])[CH:6]=[CH:5][C:4]=1/[CH:11]=[CH:12]\[CH:11]([S:18][CH:17](/[CH:12]=[CH:11]\[C:4]1[CH:5]=[CH:6][C:7]([O:9][CH3:10])=[CH:8][C:3]=1[O:2][CH3:1])[C:16]1[CH:19]=[CH:20][C:21]([O:23][CH3:24])=[CH:22][C:15]=1[O:14][CH3:13])[C:4]1[CH:5]=[CH:6][C:7]([O:9][CH3:10])=[CH:8][C:3]=1[O:2][CH3:1] |^1:24|. Procedure details: A solution of 2,4-dimethoxyphenylacetylene (0.02 mol), 2,4-dimethoxybenzyl mercaptan (0.02 mol) and metallic sodium (0.02 g atom) is subjected to the General Procedure to form (Z)-2,4-dimethoxystyryl-2,4-dimethoxybenzylsulfide. The title compound is obtained following oxidation of the sulfide, according to the General Procedure. Reactants: O=S(=O)(Cl)c1cccc(Br)c1, C1CCNCC1. Product: O=S(=O)(c1cccc(Br)c1)N1CCCCC1. Reaction SMILES: [Br:1][c:2]1[cH:3][c:4]([S:8](=[O:9])(=[O:10])[Cl:11])[cH:5][cH:6][cH:7]1.[CH2:12]1[CH2:13][CH2:14][NH:15][CH2:16][CH2:17]1>>[Br:1][c:2]1[cH:3][c:4]([S:8](=[O:9])(=[O:10])[N:15]2[CH2:14][CH2:13][CH2:12][CH2:17][CH2:16]2)[cH:5][cH:6][cH:7]1. As a reaction SMILES: [NH2:1][C:2]1[S:3][CH:4]=[C:5]([C:7](=O)[C:8]([OH:10])=[O:9])[N:6]=1.[CH2:12]([O:14][C:15]([CH:17]([O:19][NH2:20])[CH3:18])=[O:16])[CH3:13]>CN(C)C=O.CO>[NH2:1][C:2]1[S:3][CH:4]=[C:5](/[C:7](=[N:20]/[O:19][CH:17]([C:15]([O:14][CH2:12][CH3:13])=[O:16])[CH3:18])/[C:8]([OH:10])=[O:9])[N:6]=1. Procedure details: 17.2 g of (2-amino-4-thiazolyl)glyoxylic acid are added whilst cooling with ice to a solution of 14.6 g of O-(1-ethoxycarbonylethyl)hydroxylamine in 20 ml of dimethylformamide. The solution is stirred for 12 hours without cooling, and then diluted with 180 ml of methanol. In order to complete crystallisation, stirring continues for 5 hours at -5°, and then the product is filtered off by suction and dried. 24.7 g (86%) of the title compound are obtained. M.p.: 166°. The reactants are NC=1SC=C(N1)C(C(=O)O)=O ((2-amino-4-thiazolyl)glyoxylic acid), C(C)OC(=O)C(C)ON (O-(1-ethoxycarbonylethyl)hydroxylamine). Conditions: time 12 hour. Yield: 86.1%. The product is NC=1SC=C(N1)/C(/C(=O)O)=N/OC(C)C(=O)OCC (2-amino-4-thiazolyl-(Z)-2-[(1-ethoxycarbonylethoxy)imino]acetic acid). The solvent is CO (methanol), CN(C=O)C (dimethylformamide). Reactants: Brc1ncccn1, C#CC1CCN(C(=O)OC(C)(C)C)CC1, [Cu]I, Cl[Pd]Cl, c1ccc(P(c2ccccc2)c2ccccc2)cc1, c1ccc(P(c2ccccc2)c2ccccc2)cc1. Yields the product CC(C)(C)OC(=O)N1CCC(C#Cc2ncccn2)CC1. Reaction SMILES: [Br:1][c:2]1[n:3][cH:4][cH:5][cH:6][n:7]1.[C:8]([CH3:9])([CH3:10])([CH3:11])[O:12][C:13](=[O:14])[N:15]1[CH2:16][CH2:17][CH:18]([C:21]#[CH:22])[CH2:19][CH2:20]1.[Cu:64][I:65].[Pd:23]([Cl:24])[Cl:25].[c:26]1([P:27]([c:28]2[cH:29][cH:30][cH:31][cH:32][cH:33]2)[c:34]2[cH:35][cH:36][cH:37][cH:38][cH:39]2)[cH:40][cH:41][cH:42][cH:43][cH:44]1.[c:45]1([P:46]([c:47]2[cH:48][cH:49][cH:50][cH:51][cH:52]2)[c:53]2[cH:54][cH:55][cH:56][cH:57][cH:58]2)[cH:59][cH:60][cH:61][cH:62][cH:63]1>>[c:2]1([C:22]#[C:21][CH:18]2[CH2:17][CH2:16][N:15]([C:13]([O:12][C:8]([CH3:9])([CH3:10])[CH3:11])=[O:14])[CH2:20][CH2:19]2)[n:3][cH:4][cH:5][cH:6][n:7]1. Reactants: C1COCCO1, CCN(C(C)C)C(C)C, Ic1ccc2c(-c3ccccc3)cc3nncn3c2c1, O=C(C=Cc1ccccc1)C=Cc1ccccc1, O=C(C=Cc1ccccc1)C=Cc1ccccc1, O=C(C=Cc1ccccc1)C=Cc1ccccc1, [Pd], [Pd], O=C(O)c1cccc(S)c1, CC1(C)c2cccc(P(c3ccccc3)c3ccccc3)c2Oc2c(P(c3ccccc3)c3ccccc3)cccc21. Yields the product O=C(O)c1cccc(Sc2ccc3c(-c4ccccc4)cc4nncn4c3c2)c1. Reaction SMILES: [CH2:82]1[O:83][CH2:84][CH2:85][O:86][CH2:87]1.[CH:31]([N:32]([CH2:33][CH3:34])[CH:35]([CH3:36])[CH3:37])([CH3:38])[CH3:39].[I:1][c:2]1[cH:3][cH:4][c:5]2[c:6](-[c:15]3[cH:16][cH:17][cH:18][cH:19][cH:20]3)[cH:7][c:8]3[n:9]([c:10]2[cH:11]1)[cH:12][n:13][n:14]3.[O:108]=[C:109]([CH:110]=[CH:111][c:112]1[cH:113][cH:114][cH:115][cH:116][cH:117]1)[CH:118]=[CH:119][c:120]1[cH:121][cH:122][cH:123][cH:124][cH:125]1.[O:126]=[C:127]([CH:128]=[CH:129][c:130]1[cH:131][cH:132][cH:133][cH:134][cH:135]1)[CH:136]=[CH:137][c:138]1[cH:139][cH:140][cH:141][cH:142][cH:143]1.[O:90]=[C:91]([CH:92]=[CH:93][c:94]1[cH:95][cH:96][cH:97][cH:98][cH:99]1)[CH:100]=[CH:101][c:102]1[cH:103][cH:104][cH:105][cH:106][cH:107]1.[Pd:88].[Pd:89].[SH:21][c:22]1[cH:23][c:24]([C:25](=[O:26])[OH:27])[cH:28][cH:29][cH:30]1.[c:40]1([P:41]([c:42]2[cH:43][cH:44][cH:45][cH:46][cH:47]2)[c:48]2[c:49]3[c:73]([cH:74][cH:75][cH:76]2)[C:70]([CH3:71])([CH3:72])[c:52]2[c:51]([c:56]([P:57]([c:58]4[cH:59][cH:60][cH:61][cH:62][cH:63]4)[c:64]4[cH:65][cH:66][cH:67][cH:68][cH:69]4)[cH:55][cH:54][cH:53]2)[O:50]3)[cH:77][cH:78][cH:79][cH:80][cH:81]1>>[c:2]1([S:21][c:22]2[cH:23][c:24]([C:25](=[O:26])[OH:27])[cH:28][cH:29][cH:30]2)[cH:3][cH:4][c:5]2[c:6](-[c:15]3[cH:16][cH:17][cH:18][cH:19][cH:20]3)[cH:7][c:8]3[n:9]([c:10]2[cH:11]1)[cH:12][n:13][n:14]3. Reactants: OC1=CC=C(C(=O)NN)C=C1 (4-Hydroxybenzoic acid hydrazide), ClC1=CC=C(C=C1)N=C=S (4-chlorophenylisothiocyanate). The reagents and catalysts are O=[Hg] (Mercury (II) oxide yellow). Solvent: CO (methanol). Product: ClC1=CC=C(C=C1)NC1=NN=C(O1)C1=CC=C(C=C1)O (4-{5-[(4-chlorophenyl)amino]-1,3,4-oxadiazol-2-yl}phenol). As a reaction SMILES: [OH:1][C:2]1[CH:11]=[CH:10][C:5]([C:6]([NH:8][NH2:9])=[O:7])=[CH:4][CH:3]=1.[Cl:12][C:13]1[CH:18]=[CH:17][C:16]([N:19]=[C:20]=S)=[CH:15][CH:14]=1>CO.O=[Hg]>[Cl:12][C:13]1[CH:18]=[CH:17][C:16]([NH:19][C:20]2[O:7][C:6]([C:5]3[CH:10]=[CH:11][C:2]([OH:1])=[CH:3][CH:4]=3)=[N:8][N:9]=2)=[CH:15][CH:14]=1. Procedure details: Mercury (II) oxide yellow (6.38 g, 29.47 mmol) was suspended in ca. 70 mL of anhydrous methanol. 4-Hydroxybenzoic acid hydrazide (4.48 g, 29.47 mmol) was added to this bright-orange suspension, followed by 4-chlorophenylisothiocyanate (5.0 g, 29.47 mmol). The reaction mixture was brought to reflux and refluxed for 2 hours. The reaction mixture turned pitch-black in color and formed black precipitate. Then it was cooled down to ambient temperature and filtered through a short pad of Celite, then ...